Dataset: the Open Reaction Database (ORD), a public repository of structured organic reaction records. Task: describe an organic reaction: reactants, conditions, products, and yield Reactants: C(C)(C)NC(C)C (diisopropylamine), hexanes, BrCC(=O)OC(C)(C)C (tert-butyl bromoacetate), C1(=CC=C(C=C1)CCC(=O)OCC1=CC=CC=C1)C1=CC=CC=C1 (benzyl 3-(biphenyl-4-yl)propanoate), [NH4+].[Cl-] (NH4Cl). The solvent is C1CCOC1 (THF), [Li]CCCC (BuLi), C1CCOC1 (THF). Reaction conditions: temperature -78 celsius, time 0.5 hour. Yields the product C1(=CC=C(C=C1)CC(C(=O)OCC1=CC=CC=C1)CC(=O)OC(C)(C)C)C1=CC=CC=C1 (1-benzyl 4-tert-butyl 2-(biphenyl-4-ylmethyl)succinate). The yield is 43.7%. RXN SMILES: C(NC(C)C)(C)C.[C:8]1([C:26]2[CH:31]=[CH:30][CH:29]=[CH:28][CH:27]=2)[CH:13]=[CH:12][C:11]([CH2:14][CH2:15][C:16]([O:18][CH2:19][C:20]2[CH:25]=[CH:24][CH:23]=[CH:22][CH:21]=2)=[O:17])=[CH:10][CH:9]=1.Br[CH2:33][C:34]([O:36][C:37]([CH3:40])([CH3:39])[CH3:38])=[O:35].[NH4+].[Cl-]>C1COCC1.[Li]CCCC>[C:8]1([C:26]2[CH:27]=[CH:28][CH:29]=[CH:30][CH:31]=2)[CH:13]=[CH:12][C:11]([CH2:14][CH:15]([CH2:33][C:34]([O:36][C:37]([CH3:40])([CH3:39])[CH3:38])=[O:35])[C:16]([O:18][CH2:19][C:20]2[CH:21]=[CH:22][CH:23]=[CH:24][CH:25]=2)=[O:17])=[CH:10][CH:9]=1 |f:3.4|. Procedure details: To a solution of diisopropylamine (2.70 ml, 18.96 mmol) in THF (20 ml), BuLi in hexanes (11.85 ml, 18.96 mmol) was added under nitrogen at 0° C. After stirred for 0.5 hour at the same temperature, the solution was cooled to −78° C. and then a solution of benzyl 3-(biphenyl-4-yl)propanoate (5 g, 15.80 mmol) in THF (20 ml) was added. After stirred for 1.5 hour at the same temperature, tert-butyl bromoacetate (3.33 ml, 22.12 mmol) was added, and then the mixture was warmed up to 0° C. The reaction ... The reactants are Cl (hydrochloric acid), NC1=CC(=C(OC2=CC=NC3=CC(=C(C=C23)C(=O)OC)OC)C=C1)F (Methyl 4-(4-amino-2-fluorophenoxy)-7-methoxyquinoline-6-carboxylate), CO (methanol), [OH-].[Na+] (sodium hydroxide). Solvent: O (water). Reaction conditions: time 2 hour. The product is NC1=CC(=C(OC2=CC=NC3=CC(=C(C=C23)C(=O)O)OC)C=C1)F (4-(4-Amino-2-fluorophenoxy)-7-methoxyquinoline-6-carboxylic acid). Yield: 90.0%. RXN SMILES: [NH2:1][C:2]1[CH:24]=[CH:23][C:5]([O:6][C:7]2[C:16]3[C:11](=[CH:12][C:13]([O:21][CH3:22])=[C:14]([C:17]([O:19]C)=[O:18])[CH:15]=3)[N:10]=[CH:9][CH:8]=2)=[C:4]([F:25])[CH:3]=1.CO.[OH-].[Na+].Cl>O>[NH2:1][C:2]1[CH:24]=[CH:23][C:5]([O:6][C:7]2[C:16]3[C:11](=[CH:12][C:13]([O:21][CH3:22])=[C:14]([C:17]([OH:19])=[O:18])[CH:15]=3)[N:10]=[CH:9][CH:8]=2)=[C:4]([F:25])[CH:3]=1 |f:2.3|. Reported procedure: Compound 39b (1.0 g) was added to methanol (10 mL), and 4M aqueous sodium hydroxide (650 μL) and water (400 μL) were further added thereto, followed by stirring at room temperature for 2 hours. After completion of reaction, 6N aqueous hydrochloric acid was added to the reaction mixture, to thereby adjust the pH to 3, and the precipitate was filtrated, whereby compound 39c was yielded (862 mg, yield: 90%). The reactants are C(C)OC(CCCOC=1C=C2C(=CN(C2=CC1)CC1=CC=CC=C1)CC(=O)N)=O (4-[[3-(2-Amino-2-oxoethyl)-1-(phenylmethyl)-1H-indol-5-yl]oxy]butanoic acid ethyl ester), [OH-].[Na+] (NaOH), Cl (HCl). The solvent is CCO (EtOH), C1CCOC1 (THF). Product: NC(CC1=CN(C2=CC=C(C=C12)OCCCC(=O)O)CC1=CC=CC=C1)=O (4-[[3-(2-amino-2-oxoethyl)-1-(phenylmethyl)-1H-indol-5-yl]oxy]butanoic acid). Yield: 45.5%. RXN SMILES: C([O:3][C:4](=[O:29])[CH2:5][CH2:6][CH2:7][O:8][C:9]1[CH:10]=[C:11]2[C:15](=[CH:16][CH:17]=1)[N:14]([CH2:18][C:19]1[CH:24]=[CH:23][CH:22]=[CH:21][CH:20]=1)[CH:13]=[C:12]2[CH2:25][C:26]([NH2:28])=[O:27])C.[OH-].[Na+].Cl>CCO.C1COCC1>[NH2:28][C:26](=[O:27])[CH2:25][C:12]1[C:11]2[C:15](=[CH:16][CH:17]=[C:9]([O:8][CH2:7][CH2:6][CH2:5][C:4]([OH:29])=[O:3])[CH:10]=2)[N:14]([CH2:18][C:19]2[CH:20]=[CH:21][CH:22]=[CH:23][CH:24]=2)[CH:13]=1 |f:1.2|. Reported procedure: 4-[[3-(2-Amino-2-oxoethyl)-1-(phenylmethyl)-1H-indol-5-yl]oxy]butanoic acid ethyl ester (260 mg, 0.66 mmol) was stirred with 2 mL of 2N NaOH in 25 mL of EtOH and 5 mL of THF for 18 hours. The mixture was acidified with 5N HCl, extracted with EtOAc, the EtOAc solution washed with saturated NaCl solution and dried (Na2SO4). After concentrating, the residue was crystallized from methylene chloride/ethanol to give 110 mg (46% yield) of 4-[[3-(2-amino-2-oxoethyl)-1-(phenylmethyl)-1H-indol-5-yl]oxy]bu... Starting materials: N#CCc1ccc(B(O)O)cc1, O=C([O-])[O-], COCCOC, CCOC(C)=O, CN(CCN1CCN(c2nccnc2Cl)CC1)S(=O)(=O)c1cnn(C)c1, [K+], [K+], O, c1ccc(P(c2ccccc2)(c2ccccc2)[Pd](P(c2ccccc2)(c2ccccc2)c2ccccc2)(P(c2ccccc2)(c2ccccc2)c2ccccc2)P(c2ccccc2)(c2ccccc2)c2ccccc2)cc1. Yields the product Cl, CN(CCN1CCN(c2nccnc2-c2ccc(CC#N)cc2)CC1)S(=O)(=O)c1cnn(C)c1. RXN SMILES: [C:33](#[N:34])[CH2:35][c:36]1[cH:37][cH:38][c:39]([B:42]([OH:43])[OH:44])[cH:40][cH:41]1.[C:45](=[O:46])([O-:47])[O-:48].[CH3:27][O:28][CH2:29][CH2:30][O:31][CH3:32].[CH3:51][CH2:52][O:53][C:54](=[O:55])[CH3:56].[Cl:1][c:2]1[c:3]([N:8]2[CH2:9][CH2:10][N:11]([CH2:14][CH2:15][N:16]([S:17](=[O:18])(=[O:19])[c:20]3[cH:21][n:22][n:23]([CH3:25])[cH:24]3)[CH3:26])[CH2:12][CH2:13]2)[n:4][cH:5][cH:6][n:7]1.[K+:49].[K+:50].[OH2:57].[cH:58]1[cH:59][cH:60][c:61]([P:62]([Pd:63]([P:64]([c:65]2[cH:66][cH:67][cH:68][cH:69][cH:70]2)([c:71]2[cH:72][cH:73][cH:74][cH:75][cH:76]2)[c:77]2[cH:78][cH:79][cH:80][cH:81][cH:82]2)([P:83]([c:84]2[cH:85][cH:86][cH:87][cH:88][cH:89]2)([c:90]2[cH:91][cH:92][cH:93][cH:94][cH:95]2)[c:96]2[cH:97][cH:98][cH:99][cH:100][cH:101]2)[P:102]([c:103]2[cH:104][cH:105][cH:106][cH:107][cH:108]2)([c:109]2[cH:110][cH:111][cH:112][cH:113][cH:114]2)[c:115]2[cH:116][cH:117][cH:118][cH:119][cH:120]2)([c:121]2[cH:122][cH:123][cH:124][cH:125][cH:126]2)[c:127]2[cH:128][cH:129][cH:130][cH:131][cH:132]2)[cH:133][cH:134]1>>[ClH:1].[c:2]1(-[c:39]2[cH:38][cH:37][c:36]([CH2:35][C:33]#[N:34])[cH:41][cH:40]2)[c:3]([N:8]2[CH2:9][CH2:10][N:11]([CH2:14][CH2:15][N:16]([S:17](=[O:18])(=[O:19])[c:20]3[cH:21][n:22][n:23]([CH3:25])[cH:24]3)[CH3:26])[CH2:12][CH2:13]2)[n:4][cH:5][cH:6][n:7]1. Starting materials: C1CCOC1, CN, CCC(=O)N1CC=C(c2cnc(N)c(-c3nnc(-c4ccc(CBr)cc4)o3)n2)CC1, CN(C)C=O. The product is CCC(=O)N1CC=C(c2cnc(N)c(-c3nnc(-c4ccc(CNC)cc4)o3)n2)CC1. As a reaction SMILES: [CH2:33]1[O:34][CH2:35][CH2:36][CH2:37]1.[CH3:31][NH2:32].[NH2:1][c:2]1[n:3][cH:4][c:5]([C:21]2=[CH:26][CH2:25][N:24]([C:27]([CH2:28][CH3:29])=[O:30])[CH2:23][CH2:22]2)[n:6][c:7]1-[c:8]1[o:9][c:10](-[c:13]2[cH:14][cH:15][c:16]([CH2:19][Br:20])[cH:17][cH:18]2)[n:11][n:12]1.[O:38]=[CH:39][N:40]([CH3:41])[CH3:42]>>[NH2:1][c:2]1[n:3][cH:4][c:5]([C:21]2=[CH:26][CH2:25][N:24]([C:27]([CH2:28][CH3:29])=[O:30])[CH2:23][CH2:22]2)[n:6][c:7]1-[c:8]1[o:9][c:10](-[c:13]2[cH:14][cH:15][c:16]([CH2:19][NH:32][CH3:31])[cH:17][cH:18]2)[n:11][n:12]1. The reactants are ( a ), ( b ), Br.C(C)N(S(=O)(=O)C=1C=C(C=CC1Cl)C1(N(C(SC1)=NC1=CC=C(C=C1)Cl)C)O)CC (4-(3-diethylsulfamoyl-4-chlorophenyl)-2-(4-chlorophenyl-imino)-3-methylthiazolidin-4-ol hydrobromide), C(C)N(S(=O)(=O)C=1C=C(C=CC1Cl)C(CBr)=O)CC (3'-diethylsulfamoyl-2-bromo-4'-chloroacetophenone), ClC1=CC=C(C=C1)NC(=S)NC (1-(4-chlorophenyl)-3-methylthiourea). Solvent: C(C)(=O)O (acetic acid). Yields the product Br.C(C)N(S(=O)(=O)C=1C=C(C=CC1Cl)C=1N(C(SC1)=NC1=CC=C(C=C1)Cl)C)CC (4-(3-Diethylsulfamoyl-4-chlorophenyl)-2-(4-chlorophenyl-imino)-3-methyl-4-thiazoline hydrobromide). As a reaction SMILES: C(N(CC)S(C1C=C(C(=O)C[Br:16])C=CC=1Cl)(=O)=O)C.ClC1C=CC(NC(NC)=S)=CC=1.Br.[CH2:33]([N:35]([CH2:61][CH3:62])[S:36]([C:39]1[CH:40]=[C:41]([C:46]2(O)[CH2:50][S:49][C:48](=[N:51][C:52]3[CH:57]=[CH:56][C:55]([Cl:58])=[CH:54][CH:53]=3)[N:47]2[CH3:59])[CH:42]=[CH:43][C:44]=1[Cl:45])(=[O:38])=[O:37])[CH3:34]>C(O)(=O)C>[BrH:16].[CH2:61]([N:35]([CH2:33][CH3:34])[S:36]([C:39]1[CH:40]=[C:41]([C:46]2[N:47]([CH3:59])[C:48](=[N:51][C:52]3[CH:53]=[CH:54][C:55]([Cl:58])=[CH:56][CH:57]=3)[S:49][CH:50]=2)[CH:42]=[CH:43][C:44]=1[Cl:45])(=[O:38])=[O:37])[CH3:62] |f:2.3,5.6|. Procedure details: Obtained (a) by a procedure analogous to that indicated in Example 1(a), from 3'-diethylsulfamoyl-2-bromo-4'-chloroacetophenone and 1-(4-chlorophenyl)-3-methylthiourea, or (b) by a procedure analogous to that of Example 1(b), by boiling 4-(3-diethylsulfamoyl-4-chlorophenyl)-2-(4-chlorophenyl-imino)-3-methylthiazolidin-4-ol hydrobromide for 2 hours in glacial acetic acid and filtering off the crystals after cooling. Melting point 207° C. (with decomposition). Product: O=C(O)c1c(-c2cccc(F)c2)nn2cc(C(F)(F)F)ccc12. RXN SMILES: [CH3:1][O:2][C:3](=[O:4])[c:5]1[c:6](-[c:18]2[cH:19][c:20]([F:24])[cH:21][cH:22][cH:23]2)[n:7][n:8]2[c:9]1[cH:10][cH:11][c:12]([C:14]([F:15])([F:16])[F:17])[cH:13]2.[CH3:28][CH2:29][OH:30].[ClH:27].[Na+:26].[OH-:25]>>[O:2]=[C:3]([OH:4])[c:5]1[c:6](-[c:18]2[cH:19][c:20]([F:24])[cH:21][cH:22][cH:23]2)[n:7][n:8]2[c:9]1[cH:10][cH:11][c:12]([C:14]([F:15])([F:16])[F:17])[cH:13]2. The reactants are COC(=O)c1c(-c2cccc(F)c2)nn2cc(C(F)(F)F)ccc12, CCO, Cl, [Na+], [OH-]. Starting materials: Cc1cc(S(=O)(=O)c2ccccc2C(C)O)ccc1Br, C1CCOC1, OB(O)C=Cc1ccc(F)cc1, [Na+], [Na+], O=C([O-])[O-], [Pd], c1ccc(P(c2ccccc2)c2ccccc2)cc1, c1ccc(P(c2ccccc2)c2ccccc2)cc1, c1ccc(P(c2ccccc2)c2ccccc2)cc1, c1ccc(P(c2ccccc2)c2ccccc2)cc1. The product is Cc1cc(S(=O)(=O)c2ccccc2C(C)O)ccc1C=Cc1ccc(F)cc1. RXN SMILES: [Br:1][c:2]1[c:3]([CH3:20])[cH:4][c:5]([S:8](=[O:9])(=[O:10])[c:11]2[c:12]([CH:17]([CH3:18])[OH:19])[cH:13][cH:14][cH:15][cH:16]2)[cH:6][cH:7]1.[CH2:116]1[O:117][CH2:118][CH2:119][CH2:120]1.[F:21][c:22]1[cH:23][cH:24][c:25]([CH:28]=[CH:29][B:30]([OH:31])[OH:32])[cH:26][cH:27]1.[Na+:33].[Na+:34].[O-:35][C:36](=[O:37])[O-:38].[Pd:39].[c:40]1([P:41]([c:42]2[cH:43][cH:44][cH:45][cH:46][cH:47]2)[c:48]2[cH:49][cH:50][cH:51][cH:52][cH:53]2)[cH:54][cH:55][cH:56][cH:57][cH:58]1.[c:59]1([P:60]([c:61]2[cH:62][cH:63][cH:64][cH:65][cH:66]2)[c:67]2[cH:68][cH:69][cH:70][cH:71][cH:72]2)[cH:73][cH:74][cH:75][cH:76][cH:77]1.[c:78]1([P:79]([c:80]2[cH:81][cH:82][cH:83][cH:84][cH:85]2)[c:86]2[cH:87][cH:88][cH:89][cH:90][cH:91]2)[cH:92][cH:93][cH:94][cH:95][cH:96]1.[c:97]1([P:98]([c:99]2[cH:100][cH:101][cH:102][cH:103][cH:104]2)[c:105]2[cH:106][cH:107][cH:108][cH:109][cH:110]2)[cH:111][cH:112][cH:113][cH:114][cH:115]1>>[c:2]1([CH:29]=[CH:28][c:25]2[cH:24][cH:23][c:22]([F:21])[cH:27][cH:26]2)[c:3]([CH3:20])[cH:4][c:5]([S:8](=[O:9])(=[O:10])[c:11]2[c:12]([CH:17]([CH3:18])[OH:19])[cH:13][cH:14][cH:15][cH:16]2)[cH:6][cH:7]1.